From a dataset of the Open Reaction Database (ORD), a public repository of structured organic reaction records. describe an organic reaction: reactants, conditions, products, and yield Starting materials: [N+](=O)([O-])[O-].[Ca+2].[N+](=O)([O-])[O-] (calcium nitrate), O=C1C2=C(OC(=C1)C(=O)[O-])C(=C1OC(=CC(C1=C2)=O)C(=O)[O-])CCC.[Na+].[Na+] (disodium 4,6-dioxo-10-propyl-4H,6H-benzo[1,2-b:5.4-b']dipyran-2,8-dicarboxylate). Solvent: O (water), O (water). Run at time 30 minute. Yields the product O=C1C2=C(OC(=C1)C(=O)[O-])C(=C1OC(=CC(C1=C2)=O)C(=O)[O-])CCC.[Ca+2] (Calcium 4,6-dioxo-10-propyl-4H,6H-benzo[1,2-b:5,4-b']dipyran2,8-dicarboxylate). Yield: 75.1%. RXN SMILES: [N+]([O-])([O-])=O.[Ca+2:5].[N+]([O-])([O-])=O.[O:10]=[C:11]1[CH:16]=[C:15]([C:17]([O-:19])=[O:18])[O:14][C:13]2[C:20]([CH2:32][CH2:33][CH3:34])=[C:21]3[C:26](=[CH:27][C:12]1=2)[C:25](=[O:28])[CH:24]=[C:23]([C:29]([O-:31])=[O:30])[O:22]3.[Na+].[Na+]>O>[O:28]=[C:25]1[CH:24]=[C:23]([C:29]([O-:31])=[O:30])[O:22][C:21]2[C:20]([CH2:32][CH2:33][CH3:34])=[C:13]3[C:12](=[CH:27][C:26]1=2)[C:11](=[O:10])[CH:16]=[C:15]([C:17]([O-:19])=[O:18])[O:14]3.[Ca+2:5] |f:0.1.2,3.4.5,7.8|. Procedure: A solution of calcium nitrate (2.0 g) in water (25 ml) was added to a solution of disodium 4,6-dioxo-10-propyl-4H,6H-benzo[1,2-b:5.4-b']dipyran-2,8-dicarboxylate (2.3 g) in water (25 ml) and the mixture was stirred for 30 minutes at room temperature. The precipitate was filtered off, washed well with water and ethanol and dried in vacuo at 70° C. to give the required calcium salt (1.7 g; 77%), m.p.>300° C. Reactants: COC1=CC=C(C=CC(=O)Cl)C=C1 (p-methoxy cinnamoyl chloride), Cl.OC(C[N+](C)(C)C)CC([O-])=O (carnitine hydrochloride), CCOCC (ether). The solvent is CC(=O)C (acetone), C(=O)(C(F)(F)F)O (CF3COOH). Run at time 4.5 hour. Product: Cl.COC1=CC=C(C=CC(=O)C(O)(C[N+](C)(C)C)CC([O-])=O)C=C1 (p-methoxy cinnamoyl carnitine hydrochloride). Yield: 70.0%. Reaction SMILES: Cl.[OH:2][CH:3]([CH2:9][C:10](=[O:12])[O-:11])[CH2:4][N+:5]([CH3:8])([CH3:7])[CH3:6].[CH3:13][O:14][C:15]1[CH:25]=[CH:24][C:18]([CH:19]=[CH:20][C:21]([Cl:23])=[O:22])=[CH:17][CH:16]=1.CCOCC>C(O)(C(F)(F)F)=O.CC(C)=O>[ClH:23].[CH3:13][O:14][C:15]1[CH:25]=[CH:24][C:18]([CH:19]=[CH:20][C:21]([C:3]([CH2:9][C:10](=[O:11])[O-:12])([CH2:4][N+:5]([CH3:8])([CH3:6])[CH3:7])[OH:2])=[O:22])=[CH:17][CH:16]=1 |f:0.1,6.7|. Reported procedure: 7.12 g (0.036 moles) of carnitine hydrochloride are dissolved in 12 mls of CF3COOH, and to the solution an excess (25 mls) of p-methoxy cinnamoyl chloride is added and the mixture kept under stirring at 40°-50° C. for 4-5 hours. At the end of this period of time the mixture is diluted with 90 mls of acetone and some ether is slowly added till complete precipitation. The mixture is filtered and the precipitate which has the tendency to become hygroscopic is quickly washed with ether and dried und...